This data is from the Open Reaction Database (ORD), a public repository of structured organic reaction records. The task is: describe an organic reaction: reactants, conditions, products, and yield The reactants are OC(Cc1ccccc1OC(F)(F)F)(c1ccccc1)C1CN(Cc2ccccc2)CCO1, Cl, O. Yields the product Cl, OC(Cc1ccccc1OC(F)(F)F)(c1ccccc1)C1CNCCO1. RXN SMILES: [CH2:2]([c:3]1[cH:4][cH:5][cH:6][cH:7][cH:8]1)[N:9]1[CH2:10][CH:11]([C:15]([CH2:16][c:17]2[c:18]([O:23][C:24]([F:25])([F:26])[F:27])[cH:19][cH:20][cH:21][cH:22]2)([OH:28])[c:29]2[cH:30][cH:31][cH:32][cH:33][cH:34]2)[O:12][CH2:13][CH2:14]1.[ClH:1].[OH2:35]>>[ClH:1].[NH:9]1[CH2:10][CH:11]([C:15]([CH2:16][c:17]2[c:18]([O:23][C:24]([F:25])([F:26])[F:27])[cH:19][cH:20][cH:21][cH:22]2)([OH:28])[c:29]2[cH:30][cH:31][cH:32][cH:33][cH:34]2)[O:12][CH2:13][CH2:14]1. The reactants are C(C1=CC=CC=C1)OC(=O)N[C@H](C(=O)O)C ((S)-2-benzyloxycarbonylaminopropionic acid), benzyloxycarbonyl, C(C(C)(C)C)(=O)Cl (pivaloyl chloride), Cl.N1CCC(CC1)OCC(=O)OCC (ethyl (piperidin-4-yloxy)-acetate hydrochloride), tert.-butyl, C(C)O.Cl (ethanol hydrochloric acid), Na3PO4.3H2O, NC(=O)O (aminocarboxylic acid), amino. Solvent: C(C)(=O)OCC (ethyl acetate), C(C)N(CC)CC (triethylamine), O (water). Reaction conditions: temperature 2.5 celsius. Yields the product C(C1=CC=CC=C1)OC(=O)N[C@H](C(=O)N1CCC(CC1)OCC(=O)OCC)C (ethyl (S)-[1-(2-benzyloxycarbonylaminopropionyl)-piperidin-4-yloxy]-acetate). Yield: 91.9%. As a reaction SMILES: [CH2:1]([O:8][C:9]([NH:11][C@@H:12]([CH3:16])[C:13]([OH:15])=O)=[O:10])[C:2]1[CH:7]=[CH:6][CH:5]=[CH:4][CH:3]=1.NC(O)=O.C(Cl)(=O)C(C)(C)C.Cl.[NH:29]1[CH2:34][CH2:33][CH:32]([O:35][CH2:36][C:37]([O:39][CH2:40][CH3:41])=[O:38])[CH2:31][CH2:30]1.C(O)C.Cl>C(OCC)(=O)C.O.C(N(CC)CC)C>[CH2:1]([O:8][C:9]([NH:11][C@@H:12]([CH3:16])[C:13]([N:29]1[CH2:30][CH2:31][CH:32]([O:35][CH2:36][C:37]([O:39][CH2:40][CH3:41])=[O:38])[CH2:33][CH2:34]1)=[O:15])=[O:10])[C:2]1[CH:3]=[CH:4][CH:5]=[CH:6][CH:7]=1 |f:3.4,5.6|. Procedure details: 55.8 g (250 mmol) of (S)-2-benzyloxycarbonylaminopropionic acid (obtainable from the corresponding aminocarboxylic acid by protection of the amino function with a benzyloxycarbonyl derivative; Bodansky et al., loc. cit.) were dissolved in 560 ml of ethyl acetate (Fluka) while stirring and under argon, cooled to 0 to 5° C. and treated with 31.0 ml (250 mmol) of pivaloyl chloride (Fluka). 35.0 ml of triethylamine (Fluka) were added dropwise to the light yellowish solution within 30 minutes, with t...